From a dataset of the Open Reaction Database (ORD), a public repository of structured organic reaction records. describe an organic reaction: reactants, conditions, products, and yield Starting materials: CC(C)(C)[Si](C)(C)Oc1ccc2c(n1)c(N)nc1ccccc12, CCCC[N+](CCCC)(CCCC)CCCC, CC(=O)O, [F-], [Na+], O=C([O-])O, C1CCOC1, O. Yields the product Nc1nc2ccccc2c2ccc(=O)[nH]c12. As a reaction SMILES: [C:1]([Si:2]([CH3:3])([CH3:4])[O:6][c:7]1[n:8][c:9]2[c:10]([NH2:21])[n:11][c:12]3[c:13]([c:14]2[cH:15][cH:16]1)[cH:17][cH:18][cH:19][cH:20]3)([CH3:5])([CH3:22])[CH3:23].[CH2:25]([N+:26]([CH2:27][CH2:28][CH2:29][CH3:30])([CH2:31][CH2:32][CH2:33][CH3:34])[CH2:35][CH2:36][CH2:37][CH3:38])[CH2:39][CH2:40][CH3:41].[CH3:42][C:43](=[O:44])[OH:45].[F-:24].[Na+:50].[O-:46][C:47]([OH:48])=[O:49].[O:51]1[CH2:52][CH2:53][CH2:54][CH2:55]1.[OH2:56]>>[O:6]=[c:7]1[nH:8][c:9]2[c:10]([NH2:21])[n:11][c:12]3[c:13]([c:14]2[cH:15][cH:16]1)[cH:17][cH:18][cH:19][cH:20]3. Reactants: ClC=1C=C(C=CC1)C1OCC(C=2C1=NC=CC2)=O (8-(3-chlorophenyl)pyrano [3,4-b]pyridin-5-one), C(C)(=O)[O-].[NH4+] (ammonium acetate). The solvent is CN(C)C=O (DMF). Reaction conditions: temperature 50 celsius. Yields the product ClC=1C=C(C=CC1)C1=CNC(C=2C=CC=NC12)=O (8-(3-chlorophenyl)-1,6-naphthyridin-5-one). The yield is 87.5%. As a reaction SMILES: [Cl:1][C:2]1[CH:3]=[C:4]([CH:8]2[C:13]3=[N:14][CH:15]=[CH:16][CH:17]=[C:12]3[C:11](=[O:18])CO2)[CH:5]=[CH:6][CH:7]=1.[C:19]([O-])(=O)C.[NH4+:23]>CN(C=O)C>[Cl:1][C:2]1[CH:3]=[C:4]([C:8]2[C:13]3[N:14]=[CH:15][CH:16]=[CH:17][C:12]=3[C:11](=[O:18])[NH:23][CH:19]=2)[CH:5]=[CH:6][CH:7]=1 |f:1.2|. Procedure details: To a solution of 8-(3-chlorophenyl)pyrano [3,4-b]pyridin-5-one (1.25 g., 4.9 mmoles) in 20 ml DMF was added solid ammonium acetate (0.56 g., 7.29 mmoles). The reaction was heated at 50° C. under nitrogen for one hour, cooled and concentrated under vacuum. The solid was triturated with ether to give 1.1 grams (88% yield) 8-(3-chlorophenyl)-1,6-naphthyridin-5-one as a white solid. Characteristic analytical data are as follows: mp 252°-252.5° C.; 1H NMR (DMSO-d6, 300 MHz) δ7.37-7.66 (m, 6H), 8.58 (...